From a dataset of the Open Reaction Database (ORD), a public repository of structured organic reaction records. describe an organic reaction: reactants, conditions, products, and yield Starting materials: CC(C)(C)[O-].[K+] (KOtBu), FC=1C=C(CO)C=CC1 (3-Fluorobenzyl alcohol), ClC1=NC=2CCNC(C2C=C1)=O (2-chloro-7,8-dihydro-1,6-naphthyridin-5(6H)-one). The solvent is CN(C)C=O (DMF). Run at temperature 100 celsius, time 30 minute. Yields the product FC=1C=C(COC2=NC=3CCNC(C3C=C2)=O)C=CC1 (2-((3-fluorobenzyl)oxy)-7,8-dihydro-1,6-naphthyridin-5(6H)-one). As a reaction SMILES: [F:1][C:2]1[CH:3]=[C:4]([CH:7]=[CH:8][CH:9]=1)[CH2:5][OH:6].CC([O-])(C)C.[K+].Cl[C:17]1[CH:26]=[CH:25][C:24]2[C:23](=[O:27])[NH:22][CH2:21][CH2:20][C:19]=2[N:18]=1>CN(C=O)C>[F:1][C:2]1[CH:3]=[C:4]([CH:7]=[CH:8][CH:9]=1)[CH2:5][O:6][C:17]1[CH:26]=[CH:25][C:24]2[C:23](=[O:27])[NH:22][CH2:21][CH2:20][C:19]=2[N:18]=1 |f:1.2|. Reported procedure: 3-Fluorobenzyl alcohol (1.66 g, 13.14 mmol) was dissolved into DMF (25 mL) and treated with KOtBu (3.2 g, 26.29 mmol) and stirred for 30 min. The mixture was treated with 2-chloro-7,8-dihydro-1,6-naphthyridin-5(6H)-one and heated to 100° C. overnight. The mixture was adsorbed onto silica and purified (0 to 80% EtOAc/Hexanes) to give a semi-pure solid. This material was further purified on RP-HPLC (eluting with 40-90% MeCN/H2O with 0.1% TFA modifier) to give 840 mg of the compound, 2-((3-fluorobe... Starting materials: O=S1(CCN(CC1)C1=CC=C(C=C1)O)=O (4-(1,1-dioxo-thiomorpholin-4-yl)phenol), C(C)(C)(C)OCC1CO1 (t-butylglycidyl ether). The reagents and catalysts are [Br-].C(C)[P+](C1=CC=CC=C1)(C1=CC=CC=C1)C1=CC=CC=C1 (ethyltriphenylphosphonium bromide). Yields the product O=S1(CCN(CC1)C1=CC=C(OCC(COC(C)(C)C)O)C=C1)=O (1-[4-(1,1-dioxo-thiomorpholin-4-yl)-phenoxy]-3-(t-butyloxy)propan-2-ol). Isolated yield 78.3%. RXN SMILES: [O:1]=[S:2]1(=[O:15])[CH2:7][CH2:6][N:5]([C:8]2[CH:13]=[CH:12][C:11]([OH:14])=[CH:10][CH:9]=2)[CH2:4][CH2:3]1.[C:16]([O:20][CH2:21][CH:22]1[O:24][CH2:23]1)([CH3:19])([CH3:18])[CH3:17]>[Br-].C([P+](C1C=CC=CC=1)(C1C=CC=CC=1)C1C=CC=CC=1)C>[O:15]=[S:2]1(=[O:1])[CH2:3][CH2:4][N:5]([C:8]2[CH:9]=[CH:10][C:11]([O:14][CH2:23][CH:22]([OH:24])[CH2:21][O:20][C:16]([CH3:19])([CH3:18])[CH3:17])=[CH:12][CH:13]=2)[CH2:6][CH2:7]1 |f:2.3|. Reported procedure: 4-(1,1-dioxo-thiomorpholin-4-yl)phenol (2.3 g, 10 mmol), t-butylglycidyl ether (1.56 g, 12 mmol) and ethyltriphenylphosphonium bromide (0.1 g) are reacted and purified as described for compound 102 to afford a light yellow liquid 2.8 g (78%).